From a dataset of the Open Reaction Database (ORD), a public repository of structured organic reaction records. describe an organic reaction: reactants, conditions, products, and yield Starting materials: C([O-])([O-])=O.[Na+].[Na+] (sodium carbonate), CC(CC(=O)O)CCCC(CCCC(C)C)C (3,7,11-trimethyldodecanoic acid), FC(C(=O)OC(C(F)(F)F)=O)(F)F (trifluoroacetic anhydride), O1C(=CC=C1)C=C(C(=O)OCC)C (ethyl 3-(2-furanyl)-2-methylpropenoate). The reagents and catalysts are Cl(=O)(=O)(=O)O (perchloric acid). Solvent: CCOCC (ether). Conditions: temperature 0 celsius. Yields the product CC(C(=O)OCC)=CC=1OC(=CC1)C(CC(CCCC(CCCC(C)C)C)C)=O (ethyl 2-methyl-3-[5-(1-oxo-3,-7,11-trimethyldodecyl)-2-furanyl]-2-propenoate). As a reaction SMILES: [CH3:1][CH:2]([CH2:7][CH2:8][CH2:9][CH:10]([CH3:17])[CH2:11][CH2:12][CH2:13][CH:14]([CH3:16])[CH3:15])[CH2:3][C:4]([OH:6])=O.FC(F)(F)C(OC(=O)C(F)(F)F)=O.[O:31]1[CH:35]=[CH:34][CH:33]=[C:32]1[CH:36]=[C:37]([CH3:43])[C:38]([O:40][CH2:41][CH3:42])=[O:39].C(=O)([O-])[O-].[Na+].[Na+]>Cl(O)(=O)(=O)=O.CCOCC>[CH3:43][C:37](=[CH:36][C:32]1[O:31][C:35]([C:4](=[O:6])[CH2:3][CH:2]([CH3:1])[CH2:7][CH2:8][CH2:9][CH:10]([CH3:17])[CH2:11][CH2:12][CH2:13][CH:14]([CH3:16])[CH3:15])=[CH:34][CH:33]=1)[C:38]([O:40][CH2:41][CH3:42])=[O:39] |f:3.4.5|. Reported procedure: A mixture of 24.2 g (0.1 mole) of 3,7,11-trimethyldodecanoic acid and 21.0 g (0.1 mole) of trifluoroacetic anhydride is stirred at reflux for 1/2 hour. The mixture is cooled and 18.0 g (0.1 mole) of ethyl 3-(2-furanyl)-2-methylpropenoate is added. The mixture is cooled to about 0° C. and 5 drops of 70% perchloric acid is added. The mixture is stirred at 0° C. for 2 hours, then diluted with anhydrous ether and treated with saturated aqueous sodium carbonate solution until basic. The layers are se... The reactants are N[C@@H](C)C1=NC2=C(N1C1CC1)C(=CC=C2)C(=O)NC ((S)-2-(1-aminoethyl)-1-cyclopropyl-N-methyl-1H-benzo[d]-imidazole-7-carboxamide), ClC1=C(C(=NC=N1)N)C(F)(F)F (6-chloro-5-(trifluoromethyl)pyrimidin-4-amine), CCN(C(C)C)C(C)C (1,1′-dimethyltriethylamine). Run in C(CCC)O (n-butanol). Run at temperature 120 celsius, time 42 hour. The product is NC1=C(C(=NC=N1)N[C@@H](C)C1=NC2=C(N1C1CC1)C(=CC=C2)C(=O)NC)C(F)(F)F (2-((1S)-1-((6-amino-5-(trifluoromethyl)-4-pyrimidinyl)amino)ethyl)-1-cyclopropyl-N-methyl-1H-benzimidazole-7-carboxamide). Reaction SMILES: [NH2:1][C@H:2]([C:4]1[N:8]([CH:9]2[CH2:11][CH2:10]2)[C:7]2[C:12]([C:16]([NH:18][CH3:19])=[O:17])=[CH:13][CH:14]=[CH:15][C:6]=2[N:5]=1)[CH3:3].Cl[C:21]1[N:26]=[CH:25][N:24]=[C:23]([NH2:27])[C:22]=1[C:28]([F:31])([F:30])[F:29].CCN(C(C)C)C(C)C>C(O)CCC>[NH2:27][C:23]1[N:24]=[CH:25][N:26]=[C:21]([NH:1][C@H:2]([C:4]2[N:8]([CH:9]3[CH2:10][CH2:11]3)[C:7]3[C:12]([C:16]([NH:18][CH3:19])=[O:17])=[CH:13][CH:14]=[CH:15][C:6]=3[N:5]=2)[CH3:3])[C:22]=1[C:28]([F:31])([F:30])[F:29]. Procedure details: A mixture of (S)-2-(1-aminoethyl)-1-cyclopropyl-N-methyl-1H-benzo[d]-imidazole-7-carboxamide (Prepared in Example 20, 150 mg, 0.581 mmol), 6-chloro-5-(trifluoromethyl)pyrimidin-4-amine (172 mg, 0.871 mmol) and 1,1′-dimethyltriethylamine (202 μL, 1.161 mmol) in n-butanol (2 mL) was stirred at 120° C. After 42 h, the mixture was cooled to rt and concentrated under reduced pressure. The residue was purified by column chromatography on a silica gel column using 0 to 10% gradient of MeOH in DCM-EtOAc... The reactants are CC(=O)O[BH-](OC(C)=O)OC(C)=O, C=CCNCC=C, CCOC(=O)c1coc(C=O)c1, CC(=O)O, CCO, ClCCl, [Na+]. Yields the product C=CCN(CC=C)Cc1cc(C(=O)OCC)co1. Reaction SMILES: [C:24]([O:25][BH-:26]([O:27][C:28](=[O:29])[CH3:30])[O:31][C:32](=[O:33])[CH3:34])(=[O:35])[CH3:36].[CH2:13]([CH:14]=[CH2:15])[NH:16][CH2:17][CH:18]=[CH2:19].[CH2:1]([CH3:2])[O:3][C:4](=[O:5])[c:6]1[cH:7][o:8][c:9]([CH:11]=[O:12])[cH:10]1.[CH3:20][C:21](=[O:22])[OH:23].[CH3:41][CH2:42][OH:43].[Cl:38][CH2:39][Cl:40].[Na+:37]>>[CH2:1]([CH3:2])[O:3][C:4](=[O:5])[c:6]1[cH:7][o:8][c:9]([CH2:11][N:16]([CH2:13][CH:14]=[CH2:15])[CH2:17][CH:18]=[CH2:19])[cH:10]1. The reactants are C1(CC1)NN (Cyclopropylhydrazine), ClC1=CC=C(C=C1)C1C(=C(C(N1CC1=CC=C(C=C1)OC)=O)O)C(COC)=O (5-(4-chlorophenyl)-3-hydroxy-4-(2-methoxyacetyl)-1-(4-methoxybenzyl)-1H-pyrrol-2(5H)-one). Solvent: CCO (EtOH), C1(=CC=CC=C1)C (toluene). Conditions: temperature 115 celsius, time 16 hour. Product: ClC1=CC=C(C=C1)C1N(C(C=2N(N=C(C21)COC)C2CC2)=O)CC2=CC=C(C=C2)OC (4-(4-chlorophenyl)-1-cyclopropyl-5-(4-methoxybenzyl)-3-(methoxymethyl)-4,5-dihydropyrrolo[3,4-c]pyrazol-6(1H)-one). The yield is 48.2%. Reaction SMILES: [CH:1]1([NH:4][NH2:5])[CH2:3][CH2:2]1.[Cl:6][C:7]1[CH:12]=[CH:11][C:10]([CH:13]2[N:17]([CH2:18][C:19]3[CH:24]=[CH:23][C:22]([O:25][CH3:26])=[CH:21][CH:20]=3)[C:16](=[O:27])[C:15](O)=[C:14]2[C:29](=O)[CH2:30][O:31][CH3:32])=[CH:9][CH:8]=1>CCO.C1(C)C=CC=CC=1>[Cl:6][C:7]1[CH:12]=[CH:11][C:10]([CH:13]2[C:14]3[C:29]([CH2:30][O:31][CH3:32])=[N:5][N:4]([CH:1]4[CH2:3][CH2:2]4)[C:15]=3[C:16](=[O:27])[N:17]2[CH2:18][C:19]2[CH:20]=[CH:21][C:22]([O:25][CH3:26])=[CH:23][CH:24]=2)=[CH:9][CH:8]=1. Procedure: Cyclopropylhydrazine (2.71 g) (Step 17.2) was added to a solution of 5-(4-chlorophenyl)-3-hydroxy-4-(2-methoxyacetyl)-1-(4-methoxybenzyl)-1H-pyrrol-2(5H)-one (5 g, 12.4 mmol) (Step 130.2) in a mixture of EtOH and toluene (60 mL, 1:1, v/v). The reaction mixture was stirred 16 h at 115° C., concentrated, quenched with a saturated aq. NaHCO3 solution, and extracted with EtOAc (2×100 mL). The combined organic layers were dried over Na2SO4 and the solvent was evaporated off under reduced pressure. Th... Reactants: ClC1=CC=C2C(=C1)NC(C21C(NC(CC1C1=C(C=CC(=C1)Cl)OC1CCNCC1)=O)C1=C(C=CC(=C1)F)C)=O (racemic (2′S,3S,4′R)-6-chloro-4′-[5-chloro-2-(4-piperidinyloxy)-phenyl]-2′-(5-fluoro-2-methyl-phenyl)spiro[3H-indole-3,3′-piperidine]-2,6′(1H)-dione), CS(=O)(=O)Cl (methanesulfonyl chloride), N1=CC=CC=C1 (pyridine). The solvent is C(Cl)Cl (DCM). Reaction conditions: time 4 hour. Yields the product ClC1=CC=C2C(=C1)NC(C21C(NC(CC1C1=C(C=CC(=C1)Cl)OC1CCN(CC1)S(=O)(=O)C)=O)C1=C(C=CC(=C1)F)C)=O (Racemic (2′S,3S,4′R)-6-chloro-4′-[5-chloro-2-(1-methanesulfonyl-4-piperidinyloxy)-phenyl]-2′-(5-fluoro-2-methyl-phenyl)spiro[3H-indole-3,3′-piperidine]-2,6′(1H)-dione). Isolated yield 6.2%. As a reaction SMILES: [Cl:1][C:2]1[CH:7]=[C:6]2[NH:8][C:9](=[O:39])[C:10]3([CH:15]([C:16]4[CH:21]=[C:20]([Cl:22])[CH:19]=[CH:18][C:17]=4[O:23][CH:24]4[CH2:29][CH2:28][NH:27][CH2:26][CH2:25]4)[CH2:14][C:13](=[O:30])[NH:12][CH:11]3[C:31]3[CH:36]=[C:35]([F:37])[CH:34]=[CH:33][C:32]=3[CH3:38])[C:5]2=[CH:4][CH:3]=1.[CH3:40][S:41](Cl)(=[O:43])=[O:42].N1C=CC=CC=1>C(Cl)Cl>[Cl:1][C:2]1[CH:7]=[C:6]2[NH:8][C:9](=[O:39])[C:10]3([CH:15]([C:16]4[CH:21]=[C:20]([Cl:22])[CH:19]=[CH:18][C:17]=4[O:23][CH:24]4[CH2:29][CH2:28][N:27]([S:41]([CH3:40])(=[O:43])=[O:42])[CH2:26][CH2:25]4)[CH2:14][C:13](=[O:30])[NH:12][CH:11]3[C:31]3[CH:36]=[C:35]([F:37])[CH:34]=[CH:33][C:32]=3[CH3:38])[C:5]2=[CH:4][CH:3]=1. Reported procedure: To a mixture of racemic (2′S,3S,4′R)-6-chloro-4′-[5-chloro-2-(4-piperidinyloxy)-phenyl]-2′-(5-fluoro-2-methyl-phenyl)spiro[3H-indole-3,3′-piperidine]-2,6′(1H)-dione (110 mg, 0.2 mmol), methanesulfonyl chloride (0.0185 mL, 0.24 mmol) in DCM (5 mL) was added pyridine (23 mg, 0.3 mmol) at r.t. The reaction mixture was stirred for 4 h, then concentrated and partitioned between ethyl acetate and water. The organic layer was separated, and the aqueous layer was extracted with ethyl acetate. The combin... The reactants are C(C)OC(=O)C=1N=C(SC1)I (4-Ethoxycarbonyl-2-iodothiazole), C1(=CC=CC=C1)P(C1=CC=CC=C1)C1=CC=CC=C1 (triphenylphosphine), C(#C)[Si](C)(C)C (ethynyltrimethylsilane). Reagents/catalysts: C(C)(=O)[O-].[Pd+2].C(C)(=O)[O-] (palladium acetate). Run in C(C)N(CC)CC (triethylamine). Reaction conditions: temperature 80 celsius, time 2 hour. Yields the product C[Si](C#CC=1SC=C(N1)C(=O)OCC)(C)C (2-(2-trimethylsilylethynyl)-4-ethoxycarbonylthiazole). RXN SMILES: [CH2:1]([O:3][C:4]([C:6]1[N:7]=[C:8](I)[S:9][CH:10]=1)=[O:5])[CH3:2].C1(P(C2C=CC=CC=2)C2C=CC=CC=2)C=CC=CC=1.[C:31]([Si:33]([CH3:36])([CH3:35])[CH3:34])#[CH:32]>C(N(CC)CC)C.C([O-])(=O)C.[Pd+2].C([O-])(=O)C>[CH3:34][Si:33]([CH3:36])([CH3:35])[C:31]#[C:32][C:8]1[S:9][CH:10]=[C:6]([C:4]([O:3][CH2:1][CH3:2])=[O:5])[N:7]=1 |f:4.5.6|. Procedure: 4-Ethoxycarbonyl-2-iodothiazole (6.39 g) was suspended in 60 ml of triethylamine, and 253 mg of palladium acetate and 592 mg of triphenylphosphine, and 6.37 ml of ethynyltrimethylsilane were added to the suspension under an argon atmosphere, followed by stirring at 80° C. for 2 hr. The reaction solution was concentrated under the reduced pressure, ethyl acetate and brine were added to the concentrate, and the mixture was adjusted to pH 3.0 by the addition of 1 N aqueous hydrochloric acid. The mi...